Dataset: the Open Reaction Database (ORD), a public repository of structured organic reaction records. Task: describe an organic reaction: reactants, conditions, products, and yield The reactants are BrC=1C=C2C(=CC1)OC(C[C@@]21N=C(OCC1(F)F)N)C1=CC=CC=C1 ((2RS,4R)-6-bromo-5′,5′-difluoro-2-phenyl-5′,6′-dihydrospiro[chroman-4,4′-[1,3]oxazin]-2′-amine), ClC=1C=C(C=NC1)B(O)O (5-chloropyridin-3-ylboronic acid). Product: ClC=1C=C(C=NC1)C=1C=C2C(=CC1)OC(C[C@@]21N=C(OCC1(F)F)N)C1=CC=CC=C1 ((2RS,4R)-6-(5-chloropyridin-3-yl)-5′,5′-difluoro-2-phenyl-5′,6′-dihydrospiro[chroman-4,4′-[1,3]oxazin]-2′-amine). Isolated yield 16.0%. As a reaction SMILES: Br[C:2]1[CH:3]=[C:4]2[C@@:11]3([C:16]([F:18])([F:17])[CH2:15][O:14][C:13]([NH2:19])=[N:12]3)[CH2:10][CH:9]([C:20]3[CH:25]=[CH:24][CH:23]=[CH:22][CH:21]=3)[O:8][C:5]2=[CH:6][CH:7]=1.[Cl:26][C:27]1[CH:28]=[C:29](B(O)O)[CH:30]=[N:31][CH:32]=1>>[Cl:26][C:27]1[CH:28]=[C:29]([C:2]2[CH:3]=[C:4]3[C@@:11]4([C:16]([F:18])([F:17])[CH2:15][O:14][C:13]([NH2:19])=[N:12]4)[CH2:10][CH:9]([C:20]4[CH:21]=[CH:22][CH:23]=[CH:24][CH:25]=4)[O:8][C:5]3=[CH:6][CH:7]=2)[CH:30]=[N:31][CH:32]=1. Procedure details: In a manner analogous to that described in Example 19, the cross coupling reaction of (2RS,4R)-6-bromo-5′,5′-difluoro-2-phenyl-5′,6′-dihydrospiro[chroman-4,4′-[1,3]oxazin]-2′-amine (intermediate B6.3) with 5-chloropyridin-3-ylboronic acid yielded the title compound (16% yield) as a grey solid. MS (ISP): m/z=442.3 [M+H]+.